This data is from the Open Reaction Database (ORD), a public repository of structured organic reaction records. The task is: describe an organic reaction: reactants, conditions, products, and yield Reactants: Cl (hydrochloric acid), C(C)(=O)C1=CC2=C(N=C[Se]2=O)C=C1 (6-acetylbenzoselenazolinone), [OH-].[Na+] (sodium hydroxide), [BH4-].[Na+] (sodium borohydride). The product is OC(C)C1=CC2=C(N=C[Se]2=O)C=C1 (6(1-HYDROXYETHYL)BENZOSELENAZOLINONE). RXN SMILES: [C:1]([C:4]1[CH:13]=[CH:12][C:7]2[N:8]=[CH:9][Se:10](=[O:11])[C:6]=2[CH:5]=1)(=[O:3])[CH3:2].[OH-].[Na+].[BH4-].[Na+].Cl>>[OH:3][CH:1]([C:4]1[CH:13]=[CH:12][C:7]2[N:8]=[CH:9][Se:10](=[O:11])[C:6]=2[CH:5]=1)[CH3:2] |f:1.2,3.4|. Procedure: 1.2 g (0.005 mol) of 6-acetylbenzoselenazolinone are introduced together with 7.5 cm3 of 3% sodium hydroxide into a ground-necked round-bottom flask cooled in an ice bath. 0.38 g (0.001 mol) of sodium borohydride is then added slowly and with stirring. The solution is stirred at room temperature for 15 hours an the acidified with aqueous hydrochloric acid solution diluted 4-fold. The precipitate obtained is drained, washed with water and then recrystallized in a mixture of cyclohexane (1/3) and ... Starting materials: CC(C)(C)OC(=O)Nc1ccc(-c2ccc(F)cc2)cc1NC(=O)CC(=O)c1csc(-n2ccnc2)n1, ClCCl, O=C(O)C(F)(F)F. Yields the product O=C1CC(c2csc(-n3ccnc3)n2)=Nc2ccc(-c3ccc(F)cc3)cc2N1. RXN SMILES: [C:1]([O:2][C:3](=[O:4])[NH:7][c:8]1[c:9]([NH:21][C:22]([CH2:23][C:24](=[O:5])[c:26]2[n:27][c:28](-[n:31]3[cH:32][n:33][cH:34][cH:35]3)[s:29][cH:30]2)=[O:36])[cH:10][c:11](-[c:14]2[cH:15][cH:16][c:17]([F:20])[cH:18][cH:19]2)[cH:12][cH:13]1)([CH3:6])([CH3:25])[CH3:37].[Cl:45][CH2:46][Cl:47].[F:38][C:39]([F:40])([F:41])[C:42]([OH:43])=[O:44]>>[N:7]1=[C:24]([c:26]2[n:27][c:28](-[n:31]3[cH:32][n:33][cH:34][cH:35]3)[s:29][cH:30]2)[CH2:23][C:22](=[O:36])[NH:21][c:9]2[c:8]1[cH:13][cH:12][c:11](-[c:14]1[cH:15][cH:16][c:17]([F:20])[cH:18][cH:19]1)[cH:10]2. Starting materials: ClCCCCC(=O)N1C2=C(NC(C3=C1C=CC=C3)=O)C=CC=N2 (11-(5-chlorovaleryl)-5,11-dihydro-6H-pyrido [2,3-b][1,4]-benzodiazepin-6-one), N1CCCC1 (pyrrolidine). Run in C(C)O (ethanol). Yields the product N1(CCCC1)CCCCC(=O)N1C2=C(NC(C3=C1C=CC=C3)=O)C=CC=N2 (5,11-Dihydro-11-(5-pyrrolidino-valeryl)-6H-pyrido[2,3-b][1,4]-benzodiazepin-6-one). RXN SMILES: Cl[CH2:2][CH2:3][CH2:4][CH2:5][C:6]([N:8]1[C:14]2[CH:15]=[CH:16][CH:17]=[CH:18][C:13]=2[C:12](=[O:19])[NH:11][C:10]2[CH:20]=[CH:21][CH:22]=[N:23][C:9]1=2)=[O:7].[NH:24]1[CH2:28][CH2:27][CH2:26][CH2:25]1>C(O)C>[N:24]1([CH2:2][CH2:3][CH2:4][CH2:5][C:6]([N:8]2[C:14]3[CH:15]=[CH:16][CH:17]=[CH:18][C:13]=3[C:12](=[O:19])[NH:11][C:10]3[CH:20]=[CH:21][CH:22]=[N:23][C:9]2=3)=[O:7])[CH2:28][CH2:27][CH2:26][CH2:25]1. Procedure details: 4.5 gm of 11-(5-chlorovaleryl)-5,11-dihydro-6H-pyrido [2,3-b][1,4]-benzodiazepin-6-one and 10 ml of pyrrolidine were refluxed in 100 ml of ethanol for 12 hours. The alcohol was then distilled off, the residue was dissolved in chloroform/water, the organic phase was evaporated in vacuo to dryness, and the residue was recrystallized from ethyl acetate. Yields the product CC1=[N+](C)CCn2c1ccc2-c1ccccc1, [I-]. As a reaction SMILES: [CH3:17][I:18].[CH3:19][CH2:20][OH:21].[CH3:1][C:2]1=[N:7][CH2:6][CH2:5][n:4]2[c:3]1[cH:10][cH:9][c:8]2-[c:11]1[cH:12][cH:13][cH:14][cH:15][cH:16]1>>[CH3:1][C:2]1=[N+:7]([CH3:17])[CH2:6][CH2:5][n:4]2[c:3]1[cH:10][cH:9][c:8]2-[c:11]1[cH:12][cH:13][cH:14][cH:15][cH:16]1.[I-:18]. Starting materials: CI, CCO, CC1=NCCn2c1ccc2-c1ccccc1. The reactants are ClC(C(=O)C(Cl)(Cl)Cl)(Cl)Cl (hexachloroacetone), C(C)(C)NC(C)C (diisopropylamine), FC1=C(C=CC(=C1)F)Br (2,4-difluoro-bromobenzene), C(CCC)[Li] (n-butyllithium). The solvent is O1CCCC1 (tetrahydrofuran). Conditions: temperature 0 celsius, time 2 hour. The product is ClC=1C(=C(C=CC1F)Br)F (3-Chloro-2,4-difluoro-bromobenzene). RXN SMILES: C(NC(C)C)(C)C.C([Li])CCC.[F:13][C:14]1[CH:19]=[C:18]([F:20])[CH:17]=[CH:16][C:15]=1[Br:21].[Cl:22]C(Cl)(Cl)C(C(Cl)(Cl)Cl)=O>O1CCCC1>[Cl:22][C:19]1[C:14]([F:13])=[C:15]([Br:21])[CH:16]=[CH:17][C:18]=1[F:20]. Reported procedure: To a solution of 19 ml (0.135 mole) of diisopropylamine in 125 ml of tetrahydrofuran (THF) cooled at −20° C. is added 80 ml of n-butyllithium (1.6 M in hexane). The temperature is raised to 0° C. for 5 minutes and lowered to −78° C. Then 25 g (0.129 mole) of 2,4-difluoro-bromobenzene is then added and the reaction is stirred at 65° C. for 2 hours. Then, 25 ml (0.164 mole) of hexachloroacetone is added and the solution is warmed at room temperature. After evaporation of the solvent, the residue i... Reactants: ON1C(CC(CC1(C)C)O)(C)C (1-oxyl-2,2,6,6-tetramethyl-4-hydroxypiperidine), C(C=C)Br (allyl bromide), [OH-].[Na+] (sodium hydroxide). Reagents/catalysts: [Br-].C(CCC)[N+](CCCC)(CCCC)CCCC (tetrabutylammonium bromide). The solvent is C1(=CC=CC=C1)C (toluene). Conditions: temperature 70 celsius. Yields the product ON1C(CC(CC1(C)C)OCC=C)(C)C (1-Oxyl-2,2,6,6-Tetramethyl-4-Allyloxypiperidine). Reaction SMILES: [OH:1][N:2]1[C:7]([CH3:9])([CH3:8])[CH2:6][CH:5]([OH:10])[CH2:4][C:3]1([CH3:12])[CH3:11].[CH2:13](Br)[CH:14]=[CH2:15].[OH-].[Na+]>[Br-].C([N+](CCCC)(CCCC)CCCC)CCC.C1(C)C=CC=CC=1>[OH:1][N:2]1[C:7]([CH3:8])([CH3:9])[CH2:6][CH:5]([O:10][CH2:15][CH:14]=[CH2:13])[CH2:4][C:3]1([CH3:12])[CH3:11] |f:2.3,4.5|. Procedure details: A vigorously stirred two phase solution of 30.0 g (0.17 mol) 1-oxyl-2,2,6,6-tetramethyl-4-hydroxypiperidine, 29.0 g (0.24 mol) of allyl bromide, 2.6 g (8 mmol) of tetrabutylammonium bromide, 100 mL of 50% aqueous sodium hydroxide and 30 mL of toluene is heated at 70° C. for 90 minutes. The mixture is partitioned between 100 mL of toluene, 100 mL of heptane and 200 mL of water. The organic phase is dried over anhydrous magnesium sulfate and concentrated to yield the title compound as a red oil af... Starting materials: BrC=1C=C2C(=CNC2=CC1)CC(=O)O (5-bromoindole-3-acetic acid), [H-].[Al+3].[Li+].[H-].[H-].[H-] (lithium aluminum hydride). Solvent: C1CCOC1 (THF), C1CCOC1 (THF). The product is BrC=1C=C2C(=CNC2=CC1)CCO (5-bromo-3-hydroxyethylindole). The yield is 64.6%. RXN SMILES: [Br:1][C:2]1[CH:3]=[C:4]2[C:8](=[CH:9][CH:10]=1)[NH:7][CH:6]=[C:5]2[CH2:11][C:12](O)=[O:13].[H-].[Al+3].[Li+].[H-].[H-].[H-]>C1COCC1>[Br:1][C:2]1[CH:3]=[C:4]2[C:8](=[CH:9][CH:10]=1)[NH:7][CH:6]=[C:5]2[CH2:11][CH2:12][OH:13] |f:1.2.3.4.5.6|. Reported procedure: To a stirred solution of 5-bromoindole-3-acetic acid (1.9 g., 7.48 mmol., 1 eq.) in dry THF (17 mL.) at 0° C. was added lithium aluminum hydride (570 mg. 14.96 mmol., 2 eq.) portionwise over 30 minutes. The reaction mixture coagulated. THF (20 mL.) was added and the cooling bath was removed. The mixture was stirred vigorously. Let stir overnight. The reaction mixture was carefully quenched with 1N aqueous HC1 and then acidified with 2N aqueous HC1. The mixture was filtered through Celite™ and th...